Dataset: the Open Reaction Database (ORD), a public repository of structured organic reaction records. Task: describe an organic reaction: reactants, conditions, products, and yield Procedure details: Synthesized from pivalic acid 6-(2-ethylamino-4-methoxyphenyl)-5,6,7,8-tetrahydronaphthalen-2-yl ester and 4-acetoxy-3-fluorobenzoic acid according to Preparation Example 154 mentioned above, pivalic acid 6-{2-[(4-acetoxy-3-fluorobenzoyl)ethylamino]-4-methoxyphenyl}-5,6,7,8-tetrahydronaphthalen-2-yl ester (3.8 g) was used according to an analogous synthetic method to Preparation Example 155 to provide the title compound (2.3 g). Yields the product C(C)N(C1=C(C=CC(=C1)OC)C1CC=2C=CC(=CC2CC1)OC(C(C)(C)C)=O)C(C1=CC(=C(C=C1)O)F)=O (Pivalic acid 6-{2-[ethyl(3-fluoro-4-hydroxybenzoyl)amino]-4-methoxyphenyl}-5,6,7,8-tetrahydronaphthalen-2-yl ester). Reactants: C(C)NC1=C(C=CC(=C1)OC)C1CC=2C=CC(=CC2CC1)OC(C(C)(C)C)=O (pivalic acid 6-(2-ethylamino-4-methoxyphenyl)-5,6,7,8-tetrahydronaphthalen-2-yl ester), C(C)(=O)OC1=C(C=C(C(=O)O)C=C1)F (4-acetoxy-3-fluorobenzoic acid), C(C)(=O)OC1=C(C=C(C(=O)CCNC2=C(C=CC(=C2)OC)C2CC=3C=CC(=CC3CC2)OC(C(C)(C)C)=O)C=C1)F (pivalic acid 6-{2-[(4-acetoxy-3-fluorobenzoyl)ethylamino]-4-methoxyphenyl}-5,6,7,8-tetrahydronaphthalen-2-yl ester). As a reaction SMILES: [CH2:1]([NH:3][C:4]1[CH:9]=[C:8]([O:10][CH3:11])[CH:7]=[CH:6][C:5]=1[CH:12]1[CH2:21][CH2:20][C:19]2[CH:18]=[C:17]([O:22][C:23](=[O:28])[C:24]([CH3:27])([CH3:26])[CH3:25])[CH:16]=[CH:15][C:14]=2[CH2:13]1)[CH3:2].C([O:32][C:33]1[CH:41]=[CH:40][C:36]([C:37](O)=[O:38])=[CH:35][C:34]=1[F:42])(=O)C.C(OC1C=CC(C(CCNC2C=C(OC)C=CC=2C2CCC3C=C(OC(=O)C(C)(C)C)C=CC=3C2)=O)=CC=1F)(=O)C>>[CH2:1]([N:3]([C:37](=[O:38])[C:36]1[CH:40]=[CH:41][C:33]([OH:32])=[C:34]([F:42])[CH:35]=1)[C:4]1[CH:9]=[C:8]([O:10][CH3:11])[CH:7]=[CH:6][C:5]=1[CH:12]1[CH2:21][CH2:20][C:19]2[CH:18]=[C:17]([O:22][C:23](=[O:28])[C:24]([CH3:27])([CH3:26])[CH3:25])[CH:16]=[CH:15][C:14]=2[CH2:13]1)[CH3:2]. Reactants: COc1cc2ncnc(Oc3cccc(N)c3)c2cc1OCc1ccccc1, C1CCOC1, CCO. The product is COc1cc2ncnc(Oc3cccc(N)c3)c2cc1O. As a reaction SMILES: [CH2:1]([c:2]1[cH:3][cH:4][cH:5][cH:6][cH:7]1)[O:8][c:9]1[cH:10][c:11]2[c:12]([O:21][c:22]3[cH:23][c:24]([NH2:25])[cH:26][cH:27][cH:28]3)[n:13][cH:14][n:15][c:16]2[cH:17][c:18]1[O:19][CH3:20].[CH2:32]1[O:33][CH2:34][CH2:35][CH2:36]1.[CH3:29][CH2:30][OH:31]>>[OH:8][c:9]1[cH:10][c:11]2[c:12]([O:21][c:22]3[cH:23][c:24]([NH2:25])[cH:26][cH:27][cH:28]3)[n:13][cH:14][n:15][c:16]2[cH:17][c:18]1[O:19][CH3:20]. Starting materials: C(CCC)[Li] (n-butyllithium), Cl (hydrochloric acid), BrC1=C(C=C(C=C1)C(C)(C)C)C (1-bromo-2-methyl-4-(t-butyl)benzene), B(OC(C)C)(OC(C)C)OC(C)C (triisopropyl borate). Run in CCCCCC (n-hexane), O1CCCC1 (tetrahydrofuran). Reaction conditions: temperature -5 celsius, time 1 hour. Yields the product CC1=C(C=CC(=C1)C(C)(C)C)B(O)O (2-methyl-4-(t-butyl)phenylboronic acid). Yield: 77.3%. As a reaction SMILES: Br[C:2]1[CH:7]=[CH:6][C:5]([C:8]([CH3:11])([CH3:10])[CH3:9])=[CH:4][C:3]=1[CH3:12].C([Li])CCC.[B:18](OC(C)C)([O:23]C(C)C)[O:19]C(C)C.Cl>O1CCCC1.CCCCCC>[CH3:12][C:3]1[CH:4]=[C:5]([C:8]([CH3:11])([CH3:10])[CH3:9])[CH:6]=[CH:7][C:2]=1[B:18]([OH:23])[OH:19]. Procedure: The obtained 1-bromo-2-methyl-4-(t-butyl)benzene (10.70 g, 47.1 mmol) was dissolved in tetrahydrofuran (50 mL). After cooling at −5° C., solution of n-butyllithium in n-hexane (1.65 M, 31.40 mL) was dropped, and reaction solution was stirred for 1 hour, then, triisopropyl borate (14.10 mL, 61.3 mmol) was dropped, and stirred for 1 hour. Temperature was elevated up to room temperature, then, reaction solution was stirred for 1 hour, then, hydrochloric acid (0.5 M, 30 mL) was added, and reaction s... The reactants are BrC=1C(CCC1OC)=O (2-bromo-3-methoxycyclopent-2-enone), C(C)(C)(C)C1=CC=C(C=C1)B(O)O (4-tert-butylphenylboronic acid), ClCCl (dichloromethane), C(=O)([O-])[O-].[K+].[K+] (K2CO3). Reagents/catalysts: C1=CC=C(C=C1)P([C-]2C=CC=C2)C3=CC=CC=C3.C1=CC=C(C=C1)P([C-]2C=CC=C2)C3=CC=CC=C3.Cl[Pd]Cl.[Fe+2] ([1,1′-bis(diphenylphosphino)ferrocene]dichloropalladium(II)). Solvent: O1CCOCC1 (1,4-dioxane), O (water), C(C)(=O)OCC (ethyl acetate). Product: C(C)(C)(C)C1=CC=C(C=C1)C=1C(CCC1OC)=O (2-(4-tert-butylphenyl)-3-methoxycyclopent-2-enone). Isolated yield 79.1%. As a reaction SMILES: Br[C:2]1[C:3](=[O:9])[CH2:4][CH2:5][C:6]=1[O:7][CH3:8].[C:10]([C:14]1[CH:19]=[CH:18][C:17](B(O)O)=[CH:16][CH:15]=1)([CH3:13])([CH3:12])[CH3:11].ClCCl.C([O-])([O-])=O.[K+].[K+]>O1CCOCC1.O.C(OCC)(=O)C.C1C=CC(P(C2C=CC=CC=2)[C-]2C=CC=C2)=CC=1.C1C=CC(P(C2C=CC=CC=2)[C-]2C=CC=C2)=CC=1.Cl[Pd]Cl.[Fe+2]>[C:10]([C:14]1[CH:19]=[CH:18][C:17]([C:2]2[C:3](=[O:9])[CH2:4][CH2:5][C:6]=2[O:7][CH3:8])=[CH:16][CH:15]=1)([CH3:13])([CH3:12])[CH3:11] |f:3.4.5,9.10.11.12|. Procedure details: A mixture of Example 7B (440 mg, 2.303 mmol), 4-tert-butylphenylboronic acid (492 mg, 2.76 mmol), [1,1′-bis(diphenylphosphino)ferrocene]dichloropalladium(II), complex with dichloromethane (188 mg, 0.230 mmol) and K2CO3 (637 mg, 4.61 mmol) in 1,4-dioxane (2 mL) and water (0.5 mL) was stirred at 100° C. for 16 hours. The mixture was diluted with ethyl acetate (100 mL) and washed with brine (30 mL×4). The organic layer was dried over Na2SO4, filtered and concentrated in vacuo. The residue was purif... The reactants are CC[C@@]1(C2=C(COC1=O)C(=O)N3CC=4C=C5C=CC=CC5=NC4C3=C2)O (Camptothecin), C(C1=CC=CC=C1)(=O)O (benzoic acid), C1CCC(CC1)N=C=NC2CCCCC2 (DCC). Reagents/catalysts: CN(C)C=1C=CN=CC1 (DMAP). Solvent: CN(C)C=O (DMF). Conditions: time 72 hour. The product is C1(CCCCC1)NC(NC1CCCCC1)=O (Dicyclohexyl urea). Yield: 38.0%. RXN SMILES: CC[C@@]1(O)C(=O)[O:7]CC2C(N3C(=CC1=2)C1N=C2C(C=CC=C2)=CC=1C3)=O.C(O)(=O)C1C=CC=CC=1.[CH2:36]1[CH2:41][CH2:40][CH:39]([N:42]=[C:43]=[N:44][CH:45]2[CH2:50][CH2:49][CH2:48][CH2:47][CH2:46]2)[CH2:38][CH2:37]1>CN(C1C=CN=CC=1)C.CN(C=O)C>[CH:45]1([NH:44][C:43](=[O:7])[NH:42][CH:39]2[CH2:38][CH2:37][CH2:36][CH2:41][CH2:40]2)[CH2:50][CH2:49][CH2:48][CH2:47][CH2:46]1. Procedure details: Camptothecin (0.8 g, 0.0023 mol), benzoic acid (1.8 g, 0.014 mol), DCC (1.2 g, 0.0058 mol), and DMAP (0.3 g, 0.0025 mol) were added to 60 ml DMF in a 250 ml round-bottomed flask equipped with a mechanical stirrer. The mixture was stirred under N2 at room temperature for 72 hr. Dicyclohexyl urea formed during the reaction was removed by filtration. The filtrate was poured onto 600 ml ice water while stirring. The stirring was maintained for 30 min. The crude product was collected by filtration. T... Solvent: C(Cl)(Cl)Cl (CHCl3). As a reaction SMILES: [Si]([O:8][CH2:9][C:10]1[C:19]2[C:14](=[CH:15][CH:16]=[C:17]([CH3:20])[CH:18]=2)[N:13]=[C:12]([CH2:21][CH2:22][CH3:23])[C:11]=1[CH2:24][C:25]1[CH:30]=[CH:29][C:28]([C:31]2[CH:36]=[CH:35][CH:34]=[CH:33][C:32]=2[C:37]2[NH:41][N:40]=[N:39][N:38]=2)=[CH:27][CH:26]=1)(C(C)(C)C)(C)C>C(Cl)(Cl)Cl>[NH4+:13].[OH-:8].[OH:8][CH2:9][C:10]1[C:19]2[C:14](=[CH:15][CH:16]=[C:17]([CH3:20])[CH:18]=2)[N:13]=[C:12]([CH2:21][CH2:22][CH3:23])[C:11]=1[CH2:24][C:25]1[CH:30]=[CH:29][C:28]([C:31]2[CH:36]=[CH:35][CH:34]=[CH:33][C:32]=2[C:37]2[NH:41][N:40]=[N:39][N:38]=2)=[CH:27][CH:26]=1 |f:2.3|. The reactants are [Si](C)(C)(C(C)(C)C)OCC1=C(C(=NC2=CC=C(C=C12)C)CCC)CC1=CC=C(C=C1)C1=C(C=CC=C1)C1=NN=NN1 (4-(t-Butyldimethylsilyloxymethyl)-6-methyl-2-propyl-3-[[2'-(tetrazol-5-yl)biphenyl-4-yl]-methyl]quinoline), C(C[*:2])[*:1] (polyethylene). Procedure details: To 10 mg of 57 in 100 λ CHCl3 in a polyethylene mini-centrifuge tube was added ~0.1 ml 48% aq. HF. The two-phase mix was vigorously stirred for two hours, then evaporated to dryness under a nitrogen stream. Preparative tlc of the residue on silica gel GF with 2:20:80 NH4OH:MeOH:CHCl3 afforded the title compound. Conditions: time 2 hour. Product: [NH4+].[OH-] (NH4OH), OCC1=C(C(=NC2=CC=C(C=C12)C)CCC)CC1=CC=C(C=C1)C1=C(C=CC=C1)C1=NN=NN1 (4-Hydroxymethyl-6-methyl-2-propyl-3-[[2'-(tetrazol-5-yl)biphenyl-4-yl]methyl]quinoline). Starting materials: CC(=O)O, COc1cc2c(c(Cl)c1Cl)CCC2, [Cr], O. Yields the product COc1cc2c(c(Cl)c1Cl)C(=O)CC2. Reaction SMILES: [CH3:14][C:15]([OH:16])=[O:17].[Cl:1][c:2]1[c:3]2[c:7]([cH:8][c:9]([O:12][CH3:13])[c:10]1[Cl:11])[CH2:6][CH2:5][CH2:4]2.[Cr:18].[OH2:19]>>[Cl:1][c:2]1[c:3]2[c:7]([cH:8][c:9]([O:12][CH3:13])[c:10]1[Cl:11])[CH2:6][CH2:5][C:4]2=[O:16]. Starting materials: NC1=CC=C(C=C1)O (4-aminophenol), ice, N1=CC=CC=C1 (pyridine), ClC(=O)OCC (ethyl chloroformate). The solvent is ClCCl (dichloromethane). Conditions: time 2 hour. Yields the product C(C)OC(=O)NC1=CC=C(C=C1)O (N-Ethyloxycarbonyl-4-aminophenol). The yield is 63.0%. Reaction SMILES: [NH2:1][C:2]1[CH:7]=[CH:6][C:5]([OH:8])=[CH:4][CH:3]=1.N1C=CC=CC=1.Cl[C:16]([O:18][CH2:19][CH3:20])=[O:17]>ClCCl>[CH2:19]([O:18][C:16]([NH:1][C:2]1[CH:7]=[CH:6][C:5]([OH:8])=[CH:4][CH:3]=1)=[O:17])[CH3:20]. Reported procedure: 20 g of 4-aminophenol (Mw=109.13; 0.18324 mol) are suspended in 200 cm3 of anhydrous dichloromethane, under an inert atmosphere. The suspension is cooled to a temperature of 0° C. in a bath of ice and 16.4 cm3 of anhydrous pyridine (Mw=79.10; d=0.981; 0.2034 mol) are then added. 17.6 cm3 of ethyl chloroformate (Mw=108.53; d=1.13; 0.18324 mol) are then added dropwise so as to keep the mixture at a temperature below 10° C. The reaction mixture is kept stirring for two hours. The mixture is poured ...